This data is from the Open Reaction Database (ORD), a public repository of structured organic reaction records. The task is: describe an organic reaction: reactants, conditions, products, and yield Reactants: O=C([O-])[O-], CN(C)C=O, CC(C)I, CC(C)c1cccc(C(C)C)c1-n1nn[nH]c1=O, [K+], [K+]. Product: CC(C)c1cccc(C(C)C)c1-n1nnn(C(C)C)c1=O. RXN SMILES: [C:23](=[O:24])([O-:25])[O-:26].[CH3:29][N:30]([CH3:31])[CH:32]=[O:33].[CH:19]([CH3:20])([CH3:21])[I:22].[CH:1]([CH3:2])([CH3:3])[c:4]1[c:5](-[n:13]2[n:14][n:15][nH:16][c:17]2=[O:18])[c:6]([CH:10]([CH3:11])[CH3:12])[cH:7][cH:8][cH:9]1.[K+:27].[K+:28]>>[CH:1]([CH3:2])([CH3:3])[c:4]1[c:5](-[n:13]2[n:14][n:15][n:16]([CH:19]([CH3:20])[CH3:21])[c:17]2=[O:18])[c:6]([CH:10]([CH3:11])[CH3:12])[cH:7][cH:8][cH:9]1. Reactants: C(C)(C)(C)OC(=O)N1C(CC(CC1)CCCO)C(NC(C(C)C)C1OC(C(C(C1O)O)O)SC)=O (4-(3-hydroxy-propyl)-2-[2-methyl-1-(3,4,5-trihydroxy-6-methylsulfanyl-tetrahydro-pyran-2-yl)-propylcarbamoyl]-piperidine-1-carboxylic acid tert-butyl ester), C(C)[S-].[Na+] (sodium ethanethiolate). Product: CC(C(C1OC(C(C(C1O)O)O)SC)NC(=O)C1NCCC(C1)CCCSCC)C (4-(3-Ethylsulfanyl-prop-1-yl)-piperidine-2-carboxylic acid [2-methyl-1-(3,4,5-trihydroxy-6-methylsulfanyl-tetrahydro-pyran-2-yl)-propyl]-amide). As a reaction SMILES: C(OC([N:8]1[CH2:13][CH2:12][CH:11]([CH2:14][CH2:15][CH2:16]O)[CH2:10][CH:9]1[C:18](=[O:35])[NH:19][CH:20]([CH:24]1[CH:29]([OH:30])[CH:28]([OH:31])[CH:27]([OH:32])[CH:26]([S:33][CH3:34])[O:25]1)[CH:21]([CH3:23])[CH3:22])=O)(C)(C)C.[CH2:36]([S-:38])[CH3:37].[Na+]>>[CH3:22][CH:21]([CH3:23])[CH:20]([NH:19][C:18]([CH:9]1[CH2:10][CH:11]([CH2:14][CH2:15][CH2:16][S:38][CH2:36][CH3:37])[CH2:12][CH2:13][NH:8]1)=[O:35])[CH:24]1[CH:29]([OH:30])[CH:28]([OH:31])[CH:27]([OH:32])[CH:26]([S:33][CH3:34])[O:25]1 |f:1.2|. Procedure: The title compound of example 22 was prepared from protected tosylate intermediate prepared in example 19, according to the procedure used in examples 19-21, using sodium ethanethiolate in the displacement step; MS (ESPOS): 465.3 [M+H]+. Starting materials: NC=1N=NC(=C(N1)N)C1=C(C(=CC=C1)Cl)Cl (3,5-diamino-6-(2,3-dichlorophenyl)-1,2,4-triazine), C(C)(=O)OC(C)=O (acetic anhydride). Solvent: C(C)(=O)O (acetic acid). Run at time 2 hour. Yields the product C(C)(=O)NC=1N=C(N=NC1C1=C(C(=CC=C1)Cl)Cl)N (5-acetamido-3-amino-6-(2,3-dichlorophenyl)-1,2,4-triazine). As a reaction SMILES: [NH2:1][C:2]1[N:3]=[N:4][C:5]([C:9]2[CH:14]=[CH:13][CH:12]=[C:11]([Cl:15])[C:10]=2[Cl:16])=[C:6]([NH2:8])[N:7]=1.[C:17](OC(=O)C)(=[O:19])[CH3:18]>C(O)(=O)C>[C:17]([NH:8][C:6]1[N:7]=[C:2]([NH2:1])[N:3]=[N:4][C:5]=1[C:9]1[CH:14]=[CH:13][CH:12]=[C:11]([Cl:15])[C:10]=1[Cl:16])(=[O:19])[CH3:18]. Reported procedure: A solution of 3,5-diamino-6-(2,3-dichlorophenyl)-1,2,4-triazine (2 gm, 8 mM) and acetic anhydride (10 mls) in acetic acid (20 mls) was stirred and heated to reflux for 2 hours. The solution was then cooled and evaporated down in vacuo. The residue was treated with aqueous 0.880 ammonia (100 mls) and the resultant mixture was stirred for 2 hours. The solid was separated by filtration, dried then recrystallized from isopropanol to give 5-acetamido-3-amino-6-(2,3-dichlorophenyl)-1,2,4-triazine. Yie... Starting materials: CSCC[C@H]1C(NC2(N1)CCN(CC2)C(=O)OC(C)(C)C)=O (tert-butyl 3-(S)-(2-methylsulfanylethyl)-2-oxo-1,4,8-triazaspiro-[4,5]decane-8-carboxylate), [H-].[Na+] (NaH), [NH4+].[Cl-] (NH4Cl), C(C1=CC=CC=C1)Cl (benzyl chloride). Solvent: C1CCOC1 (THF), C1CCOC1 (THF). Conditions: temperature 0 celsius, time 1 hour. Product: C(C1=CC=CC=C1)N1C([C@@H](NC12CCN(CC2)C(=O)OC(C)(C)C)CCSC)=O (tert-butyl 1-benzyl-3-(S)-(2-methylsulfanylethyl)-2-oxo-1,4,8-triazaspiro[4,5]decane-8-carboxylate). RXN SMILES: [CH3:1][S:2][CH2:3][CH2:4][C@@H:5]1[NH:9][C:8]2([CH2:14][CH2:13][N:12]([C:15]([O:17][C:18]([CH3:21])([CH3:20])[CH3:19])=[O:16])[CH2:11][CH2:10]2)[NH:7][C:6]1=[O:22].[H-].[Na+].[CH2:25](Cl)[C:26]1[CH:31]=[CH:30][CH:29]=[CH:28][CH:27]=1.[NH4+].[Cl-]>C1COCC1>[CH2:25]([N:7]1[C:8]2([CH2:14][CH2:13][N:12]([C:15]([O:17][C:18]([CH3:19])([CH3:21])[CH3:20])=[O:16])[CH2:11][CH2:10]2)[NH:9][C@@H:5]([CH2:4][CH2:3][S:2][CH3:1])[C:6]1=[O:22])[C:26]1[CH:31]=[CH:30][CH:29]=[CH:28][CH:27]=1 |f:1.2,4.5|. Reported procedure: A solution of tert-butyl 3-(S)-(2-methylsulfanylethyl)-2-oxo-1,4,8-triazaspiro-[4,5]decane-8-carboxylate (4.4 g, 13.4 mmol) in THF (72 ml) was added dropwise at 0° C. to a suspension of NaH (385 mg, 16.0 mmol) in THF (60 ml). After stirring for 1 h at 0° C., benzyl chloride (2.0 g, 16.0 mmol) was added dropwise, and the mixture was allowed to warm to RT and was heated for 68 h under reflux. The reaction mixture was treated with aqueous saturated NH4Cl solution (20 ml), the organic phase was sepa... RXN SMILES: [SH:1][CH2:2][CH2:3][C:4]([N:6]1[C@H:10]([C:11]([OH:13])=[O:12])[C@@H:9]([CH3:14])[O:8][CH2:7]1)=[O:5].[OH-:15].[Na+].II>O.C(O)C>[O:15]=[C:4]([N:6]1[C@H:10]([C:11]([OH:13])=[O:12])[C@H:9]([CH3:14])[O:8][CH2:7]1)[CH2:3][CH2:2][S:1][S:1][CH2:2][CH2:3][C:4]([N:6]1[CH:10]([C:11]([OH:13])=[O:12])[CH:9]([CH3:14])[O:8][CH2:7]1)=[O:5] |f:1.2|. Procedure: (4S-trans)-3-(3-Mercapto-1-oxopropyl)-5-methyl-4-oxazolidinecarboxylic acid from Example 1 is dissolved in water and the pH is adjusted to about 6.5 with 1 N sodium hydroxide. To this stirred solution is added dropwise 0.5 M iodine solution in 95% ethanol (6.34 g., iodine/50 ml. solution) while maintaining the pH at 5.5 to 6.5 with 1 N sodium hydroxide. Excess iodine is removed from the reaction mixture with dilute sodium thiosulfate and the solution is then concentrated, cooled and acidified wi... Reactants: II (iodine), [OH-].[Na+] (sodium hydroxide), SCCC(=O)N1CO[C@@H]([C@H]1C(=O)O)C ((4S-trans)-3-(3 -Mercapto-1-oxopropyl)-5-methyl-4-oxazolidinecarboxylic acid), [OH-].[Na+] (sodium hydroxide). Yields the product O=C(CCSSCCC(=O)N1COC(C1C(=O)O)C)N1CO[C@H]([C@H]1C(=O)O)C ((S,S)-3,3'-[dithiobis(1-oxo-3,1-propanediyl)]bis[5-methyl-4-oxazolidinecarboxylic acid]). Solvent: C(C)O (ethanol), O (water). The reactants are ClCCl, OCC(O)CN1CCOCC1, O=S(Cl)Cl. Product: Cl, O=S1OCC(CN2CCOCC2)O1. Reaction SMILES: [Cl:16][CH2:17][Cl:18].[O:1]1[CH2:2][CH2:3][N:4]([CH2:7][CH:8]([CH2:9][OH:10])[OH:11])[CH2:5][CH2:6]1.[S:12](=[O:13])([Cl:14])[Cl:15]>>[ClH:14].[O:1]1[CH2:2][CH2:3][N:4]([CH2:7][CH:8]2[CH2:9][O:10][S:12](=[O:13])[O:11]2)[CH2:5][CH2:6]1. Reactants: C1(=CC=CC=C1)[Si](C1CCC(CC1)=O)(C)C (4-(phenyldimethylsilyl)cyclohexanone), C(#N)NC(=N)N (cyanoguanidine). Run in C(C)OCCOCCO (2-(2-ethoxyethoxy)ethanol). Product: NC1=NC=2CCC(CC2C(=N1)N)[Si](C)(C)C1=CC=CC=C1 (2,4-diamino-6-(phenyldimethylsilyl)-5,6,7,8-tetrahydroquinazoline). Reaction SMILES: [C:1]1([Si:7]([CH3:16])([CH3:15])[CH:8]2[CH2:13][CH2:12][C:11](=O)[CH2:10][CH2:9]2)[CH:6]=[CH:5][CH:4]=[CH:3][CH:2]=1.[C:17]([NH:19][C:20]([NH2:22])=[NH:21])#[N:18]>C(OCCOCCO)C>[NH2:22][C:20]1[N:19]=[C:17]([NH2:18])[C:12]2[CH2:13][CH:8]([Si:7]([C:1]3[CH:6]=[CH:5][CH:4]=[CH:3][CH:2]=3)([CH3:16])[CH3:15])[CH2:9][CH2:10][C:11]=2[N:21]=1. Reported procedure: This compound is prepared in a manner analogous to that of Example 1, using 3.0 grams (0.013 mole) of 4-(phenyldimethylsilyl)cyclohexanone and 1.2 grams (0.014 mole) of cyanoguanidine in 2-(2-ethoxyethoxy)ethanol, yielding 2,4-diamino-6-(phenyldimethylsilyl)-5,6,7,8-tetrahydroquinazoline. Starting materials: COc1ccc(-c2ccncc2)cc1CNC1CCC(NC(=O)OC(C)(C)C)CC1, O=C(Cl)c1sc2c(F)ccc(F)c2c1Cl. Product: COc1ccc(-c2ccncc2)cc1CN(C(=O)c1sc2c(F)ccc(F)c2c1Cl)C1CCC(NC(=O)OC(C)(C)C)CC1. RXN SMILES: [C:1]([CH3:2])([CH3:3])([CH3:4])[O:5][C:6]([NH:7][CH:8]1[CH2:9][CH2:10][CH:11]([NH:14][CH2:15][c:16]2[c:17]([O:28][CH3:29])[cH:18][cH:19][c:20](-[c:22]3[cH:23][cH:24][n:25][cH:26][cH:27]3)[cH:21]2)[CH2:12][CH2:13]1)=[O:30].[Cl:31][c:32]1[c:33]2[c:34]([s:35][c:36]1[C:37](=[O:38])[Cl:39])[c:40]([F:45])[cH:41][cH:42][c:43]2[F:44]>>[C:1]([CH3:2])([CH3:3])([CH3:4])[O:5][C:6]([NH:7][CH:8]1[CH2:9][CH2:10][CH:11]([N:14]([CH2:15][c:16]2[c:17]([O:28][CH3:29])[cH:18][cH:19][c:20](-[c:22]3[cH:23][cH:24][n:25][cH:26][cH:27]3)[cH:21]2)[C:37]([c:36]2[c:32]([Cl:31])[c:33]3[c:34]([s:35]2)[c:40]([F:45])[cH:41][cH:42][c:43]3[F:44])=[O:38])[CH2:12][CH2:13]1)=[O:30]. Starting materials: [N+](=O)([O-])C=1C=C(C=CC1)/C(=C/CO)/C ((E)-3-(3-nitrophenyl)-2-buten-1-ol), C1(=CC=CC=C1)P(C1=CC=CC=C1)C1=CC=CC=C1 (triphenylphosphine), BrBr (bromine). Run in C(C)#N (acetonitrile), C(C)#N (acetonitrile), C(C)#N (acetonitrile). The product is BrC/C=C(\C)/C1=CC(=CC=C1)[N+](=O)[O-] (1-[(E)-3-Bromo-1-methyl-1-propenyl]-3-nitrobenzene), oil. The yield is 75.0%. RXN SMILES: C1(P(C2C=CC=CC=2)C2C=CC=CC=2)C=CC=CC=1.[Br:20]Br.[N+:22]([C:25]1[CH:26]=[C:27](/[C:31](/[CH3:35])=[CH:32]/[CH2:33]O)[CH:28]=[CH:29][CH:30]=1)([O-:24])=[O:23]>C(#N)C>[Br:20][CH2:33]/[CH:32]=[C:31](/[C:27]1[CH:28]=[CH:29][CH:30]=[C:25]([N+:22]([O-:24])=[O:23])[CH:26]=1)\[CH3:35]. Procedure: To a solution of triphenylphosphine (5.15 g, 19.7 nimol) in acetonitrile (140 ml) was added dropwise over 5 minutes a solution of bromine (3.15 g, 19.7 mmol) in acetonitrile (5 ml) at a rate such that the temperature did not exceed −10° C. The mixture was allowed to warm to room temperature, then to this was added a solution of (E)-3-(3-nitrophenyl)-2-buten-1-ol (Preparation 2, 4 g, 20.7 mmol) in acetonitrile (5 ml). The mixture was warmed gently to 65° C. for 1 h, cooled to room temperature and...